From a dataset of the Open Reaction Database (ORD), a public repository of structured organic reaction records. describe an organic reaction: reactants, conditions, products, and yield Starting materials: O=C([O-])[O-], CC#N, [K+], [K+], OC1CCNC1, CS(=O)(=O)OCCc1cc2cc(-c3c4c(nc5ccnn35)CCC4)ccc2o1. Product: OC1CCN(CCc2cc3cc(-c4c5c(nc6ccnn46)CCC5)ccc3o2)C1. RXN SMILES: [C:35](=[O:36])([O-:37])[O-:38].[CH3:41][C:42]#[N:43].[K+:39].[K+:40].[OH:29][CH:30]1[CH2:31][NH:32][CH2:33][CH2:34]1.[n:1]1[cH:2][cH:3][c:4]2[n:5][c:6]3[c:10]([c:11](-[c:13]4[cH:14][cH:15][c:16]5[c:17]([cH:18][c:19]([CH2:21][CH2:22][O:23][S:24]([CH3:25])(=[O:26])=[O:27])[o:20]5)[cH:28]4)[n:12]12)[CH2:9][CH2:8][CH2:7]3>>[n:1]1[cH:2][cH:3][c:4]2[n:5][c:6]3[c:10]([c:11](-[c:13]4[cH:14][cH:15][c:16]5[c:17]([cH:18][c:19]([CH2:21][CH2:22][N:32]6[CH2:31][CH:30]([OH:29])[CH2:34][CH2:33]6)[o:20]5)[cH:28]4)[n:12]12)[CH2:9][CH2:8][CH2:7]3. Starting materials: N (ammonia), ClC=1C=CC2=C(N(C(S2)=O)CC(=O)N2CCC(CC2)O)C1 (5-chloro-3-(4-hydroxypiperidinocarbonylmethyl)benzothiazolin-2-one), C(=O)(Cl)Cl (phosgene). The solvent is O1CCOCC1 (dioxane), O1CCOCC1 (dioxane). Reaction conditions: time 2 hour. Yields the product ClC=1C=CC2=C(N(C(S2)=O)CC(=O)N2CCC(CC2)OC(N)=O)C1 (5-chloro-3-(4-carbamoyloxypiperidinocarbonylmethyl)benzothiazolin-2-one). As a reaction SMILES: [Cl:1][C:2]1[CH:3]=[CH:4][C:5]2[S:9][C:8](=[O:10])[N:7]([CH2:11][C:12]([N:14]3[CH2:19][CH2:18][CH:17]([OH:20])[CH2:16][CH2:15]3)=[O:13])[C:6]=2[CH:21]=1.[C:22](Cl)(Cl)=[O:23].[NH3:26]>O1CCOCC1>[Cl:1][C:2]1[CH:3]=[CH:4][C:5]2[S:9][C:8](=[O:10])[N:7]([CH2:11][C:12]([N:14]3[CH2:15][CH2:16][CH:17]([O:20][C:22](=[O:23])[NH2:26])[CH2:18][CH2:19]3)=[O:13])[C:6]=2[CH:21]=1. Procedure details: A solution of 5-chloro-3-(4-hydroxypiperidinocarbonylmethyl)benzothiazolin-2-one (3.2 g) in dry dioxane (70 ml) was gradually dropped in a phosgene solution in dry dioxane (10 ml), under cooling. The mixture was left for two hours at room temperature. After cooling, to the mixture was gradually dropwise added 28% aqueous ammonia (5 ml) and the resultant was stirred for two hours at room temperature. Dioxane was evaporated off under vacuum from the reaction mixture. The residue was washed with wa... Starting materials: C1(CCCCCC1)C1=CC=C(C=C1)NC(OCC)=O (ethyl 4-cycloheptylphenylcarbamate), N1=CC=CC=C1 (pyridine), COCC1OC(OC1)=O ((RS)-4-methoxymethyl-1,3-dioxolan-2-one). Reaction conditions: time 20 hour. The product is C1CCC(CCC1)C1=C(C=CC=C1)N1C(OC(C1)COC)=O ((RS)-3-[(4-cycloheptyl)phenyl]-5-methoxymethyl-oxazolidin-2-one). Yield: 42.2%. As a reaction SMILES: [CH:1]1([C:8]2[CH:13]=[CH:12][C:11](NC(=O)OCC)=[CH:10][CH:9]=2)[CH2:7][CH2:6][CH2:5][CH2:4][CH2:3][CH2:2]1.[N:20]1C=CC=CC=1.[CH3:26][O:27][CH2:28][CH:29]1[CH2:33][O:32][C:31](=O)[O:30]1>>[CH2:5]1[CH2:4][CH2:3][CH2:2][CH:1]([C:8]2[CH:9]=[CH:10][CH:11]=[CH:12][C:13]=2[N:20]2[CH2:33][CH:29]([CH2:28][O:27][CH3:26])[O:30][C:31]2=[O:32])[CH2:7][CH2:6]1. Procedure: 4.18 g (16.0 mmol) of ethyl 4-cycloheptylphenylcarbamate were treated with 1.3 g (16.0 mmol) of pyridine and 18 g (0.136 mol) of (RS)-4-methoxymethyl-1,3-dioxolan-2-one and stirred at 160° bath temperature for 20 hours. After cooling the reaction mixture was chromatographed on 400 g of silica gel 60 with ether. After recrystallization from isopropyl ether there were obtained 2.05 g of (RS)-3-[(4-cycloheptyl)phenyl]-5-methoxymethyl-oxazolidin-2-one as a white crystallizate. M.p.: 70°-72°. Starting materials: IC1=NC=CC(=C1)N(C)C (2-iodo-4-dimethylaminopyridine), C1(=CC=CC=C1)B(O)O (phenylboronic acid), C(=O)([O-])[O-].[K+].[K+] (K2CO3). The reagents and catalysts are C=1C=CC(=CC1)[P](C=2C=CC=CC2)(C=3C=CC=CC3)[Pd]([P](C=4C=CC=CC4)(C=5C=CC=CC5)C=6C=CC=CC6)([P](C=7C=CC=CC7)(C=8C=CC=CC8)C=9C=CC=CC9)[P](C=1C=CC=CC1)(C=1C=CC=CC1)C=1C=CC=CC1 (Pd(PPh3)4). Solvent: C1(=CC=CC=C1)C (toluene), O (water), CCOCC (Et2O). Run at temperature 90 celsius. Yields the product C1(=CC=CC=C1)C1=NC=CC(=C1)N(C)C (2-phenyl-4-dimethylaminopyridine). The yield is 45.5%. RXN SMILES: I[C:2]1[CH:7]=[C:6]([N:8]([CH3:10])[CH3:9])[CH:5]=[CH:4][N:3]=1.[C:11]1(B(O)O)[CH:16]=[CH:15][CH:14]=[CH:13][CH:12]=1.C([O-])([O-])=O.[K+].[K+]>C1(C)C=CC=CC=1.O.CCOCC.C1C=CC([P]([Pd]([P](C2C=CC=CC=2)(C2C=CC=CC=2)C2C=CC=CC=2)([P](C2C=CC=CC=2)(C2C=CC=CC=2)C2C=CC=CC=2)[P](C2C=CC=CC=2)(C2C=CC=CC=2)C2C=CC=CC=2)(C2C=CC=CC=2)C2C=CC=CC=2)=CC=1>[C:11]1([C:2]2[CH:7]=[C:6]([N:8]([CH3:10])[CH3:9])[CH:5]=[CH:4][N:3]=2)[CH:16]=[CH:15][CH:14]=[CH:13][CH:12]=1 |f:2.3.4,^1:42,44,63,82|. Reported procedure: A mixture of 2-iodo-4-dimethylaminopyridine (3.3 g, 13.3 mmol), phenylboronic acid (2.5 g, 20 mmol) and K2CO3 (8.3 g, 60 mmol) in toluene (60 ml) and water (10 ml) were degased with nitrogen for 15 minutes. Pd(PPh3)4 (800 mg, 0.66 mmol) was added and the resulting mixture was heated to 90° C. for 48 hours under nitrogen. After being cooled to room temperature, the aqueous phase was separated and extracted with EtOAc (3×100 ml). The combined organic fractions were washed with brine, dried over Mg... Reactants: C(C)(C)(C)OC(=O)N1CCC(CC1)C=1N(C=C(N1)C1=CC(=C(C=C1)F)F)CCN(C)CC1=CC=CC=C1 (4-[1-[2-(benzyl-methyl-amino)-ethyl]-4-(3,4-difluoro-phenyl)-1H-imidazol-2-yl]-piperidine-1-carboxylic acid tert-butyl ester), ClC(=O)OCC1=CC=CC=C1 (benzyl chloroformate). The solvent is C(C)#N (ACN). The product is C(C)(C)(C)OC(=O)N1CCC(CC1)C=1N(C=C(N1)C1=CC(=C(C=C1)F)F)CCN(C)C(=O)OCC1=CC=CC=C1 (4-[1-[2-(Benzyloxycarbonyl-methyl-amino)-ethyl]-4-(3,4-difluoro-phenyl)-1H-imidazol-2-yl]-piperidine-1-carboxylic acid tert-butyl ester). Isolated yield 82.0%. Reaction SMILES: [C:1]([O:5][C:6]([N:8]1[CH2:13][CH2:12][CH:11]([C:14]2[N:15]([CH2:27][CH2:28][N:29](CC3C=CC=CC=3)[CH3:30])[CH:16]=[C:17]([C:19]3[CH:24]=[CH:23][C:22]([F:25])=[C:21]([F:26])[CH:20]=3)[N:18]=2)[CH2:10][CH2:9]1)=[O:7])([CH3:4])([CH3:3])[CH3:2].Cl[C:39]([O:41][CH2:42][C:43]1[CH:48]=[CH:47][CH:46]=[CH:45][CH:44]=1)=[O:40]>C(#N)C>[C:1]([O:5][C:6]([N:8]1[CH2:13][CH2:12][CH:11]([C:14]2[N:15]([CH2:27][CH2:28][N:29]([C:39]([O:41][CH2:42][C:43]3[CH:48]=[CH:47][CH:46]=[CH:45][CH:44]=3)=[O:40])[CH3:30])[CH:16]=[C:17]([C:19]3[CH:24]=[CH:23][C:22]([F:25])=[C:21]([F:26])[CH:20]=3)[N:18]=2)[CH2:10][CH2:9]1)=[O:7])([CH3:4])([CH3:3])[CH3:2]. Procedure: Charge 4-[1-[2-(benzyl-methyl-amino)-ethyl]-4-(3,4-difluoro-phenyl)-1H-imidazol-2-yl]-piperidine-1-carboxylic acid tert-butyl ester (1.8 g; 0.0035 mol; 1.0 equiv) in ACN (40 mL) under nitrogen and add benzyl chloroformate drop wise at 0° C. Stir the reaction for 30 min and bring to RT. Stir at RT for 1.5 h. After completion, quench the reaction with saturated sodium bicarbonate solution and extract in EA. Wash with water and brine, dry over anhydrous sodium sulfate and evaporate off the solvent ... Starting materials: CC(=O)c1ccc(Nc2nc3ccc(C(=O)N(CCC(C)C)CCC(C)C)cc3n2CCC2OCCO2)cc1, Cl, C1CCOC1. The product is CC(=O)c1ccc(Nc2nc3ccc(C(=O)N(CCC(C)C)CCC(C)C)cc3n2CCC=O)cc1. RXN SMILES: [C:1]([CH3:2])(=[O:3])[c:4]1[cH:5][cH:6][c:7]([NH:10][c:11]2[n:12][c:13]3[c:14]([n:15]2[CH2:16][CH2:17][CH:18]2[O:19][CH2:22][CH2:21][O:20]2)[cH:23][c:24]([C:27](=[O:28])[N:29]([CH2:30][CH2:31][CH:32]([CH3:33])[CH3:34])[CH2:35][CH2:36][CH:37]([CH3:38])[CH3:39])[cH:25][cH:26]3)[cH:8][cH:9]1.[ClH:40].[O:41]1[CH2:42][CH2:43][CH2:44][CH2:45]1>>[C:1]([CH3:2])(=[O:3])[c:4]1[cH:5][cH:6][c:7]([NH:10][c:11]2[n:12][c:13]3[c:14]([n:15]2[CH2:16][CH2:17][CH:18]=[O:19])[cH:23][c:24]([C:27](=[O:28])[N:29]([CH2:30][CH2:31][CH:32]([CH3:33])[CH3:34])[CH2:35][CH2:36][CH:37]([CH3:38])[CH3:39])[cH:25][cH:26]3)[cH:8][cH:9]1. Reactants: COc1ccccc1N1CCNCC1, CN(C)C=O, Cc1c(-c2ccccc2)oc2c(S(=O)(=O)CCCCl)cccc2c1=O, O. The product is COc1ccccc1N1CCN(CCCS(=O)(=O)c2cccc3c(=O)c(C)c(-c4ccccc4)oc23)CC1, Cl. RXN SMILES: [CH3:26][O:27][c:28]1[c:29]([N:34]2[CH2:35][CH2:36][NH:37][CH2:38][CH2:39]2)[cH:30][cH:31][cH:32][cH:33]1.[CH3:41][N:42]([CH3:43])[CH:44]=[O:45].[Cl:1][CH2:2][CH2:3][CH2:4][S:5](=[O:6])(=[O:7])[c:8]1[cH:9][cH:10][cH:11][c:12]2[c:13](=[O:25])[c:14]([CH3:24])[c:15](-[c:18]3[cH:19][cH:20][cH:21][cH:22][cH:23]3)[o:16][c:17]12.[OH2:40]>>[CH2:2]([CH2:3][CH2:4][S:5](=[O:6])(=[O:7])[c:8]1[cH:9][cH:10][cH:11][c:12]2[c:13](=[O:25])[c:14]([CH3:24])[c:15](-[c:18]3[cH:19][cH:20][cH:21][cH:22][cH:23]3)[o:16][c:17]12)[N:37]1[CH2:36][CH2:35][N:34]([c:29]2[c:28]([O:27][CH3:26])[cH:33][cH:32][cH:31][cH:30]2)[CH2:39][CH2:38]1.[ClH:1]. The reactants are ClC1=CC=C(C=C1)C(C(=O)O)C (2-(4-chlorophenyl)propanoic acid), NCCCN1CCC(CC1)C=1C=C(C=CC1)NC(CCC)=O (N-{3-[1-(3-aminopropyl)-4-piperidinyl]phenyl}butanamide). Yields the product ClC1=CC=C(C=C1)C(C(=O)NCCCN1CCC(CC1)C=1C=C(C=CC1)NC(CCC)=O)C (N-{3-[1-(3-{[2-(4-CHLOROPHENYL)PROPANOYL]AMINO}PROPYL)-4-PIPERIDINYL]PHENYL}BUTANAMIDE). RXN SMILES: [Cl:1][C:2]1[CH:7]=[CH:6][C:5]([CH:8]([CH3:12])[C:9]([OH:11])=O)=[CH:4][CH:3]=1.[NH2:13][CH2:14][CH2:15][CH2:16][N:17]1[CH2:22][CH2:21][CH:20]([C:23]2[CH:24]=[C:25]([NH:29][C:30](=[O:34])[CH2:31][CH2:32][CH3:33])[CH:26]=[CH:27][CH:28]=2)[CH2:19][CH2:18]1>>[Cl:1][C:2]1[CH:3]=[CH:4][C:5]([CH:8]([CH3:12])[C:9]([NH:13][CH2:14][CH2:15][CH2:16][N:17]2[CH2:22][CH2:21][CH:20]([C:23]3[CH:24]=[C:25]([NH:29][C:30](=[O:34])[CH2:31][CH2:32][CH3:33])[CH:26]=[CH:27][CH:28]=3)[CH2:19][CH2:18]2)=[O:11])=[CH:6][CH:7]=1. Procedure: Example 77 was prepared from 2-(4-chlorophenyl)propanoic acid and N-{3-[1-(3-aminopropyl)-4-piperidinyl]phenyl}butanamide according to the procedures described in Scheme 10: 1H NMR (400 MHz, CDCl3) δ 7.56 (s, 1H), 7.41 (s, 1H), 7.30–7.27 (m, 6H), 6.96 (m, 2H), 3.51 (q, 1H, J=7.2 Hz), 3.50–3.30 (m, 2H), 3.02 (d, 1H, J=10.8 Hz), 2.92 (d, 1H, J=13.6 Hz), 2.50 (m, 1H), 2.41–2.34 (m, 4H), 1.99–1.94 (m, 2H), 1.86–1.58 (m, 8H), 1.51 (d, 3H, J=7.2 Hz), 1.02 (t, 3H, J=7.6 Hz); ESMS m/e: 470.3 (M+H)+. The reactants are aqueous solution, [OH-].[Na+] (sodium hydroxide), O1C(CCCC1)OCC[C@H]1[C@H]2C([C@@H](C[C@H]1N=[N+]=[N-])C2)(C)C ((1S,2S,3R,5R)-2-[2-(Tetrahydropyran-2-yloxy)ethyl]-3-azido-6,6-dimethylbicyclo[3.1.1]heptane), [H-].[Al+3].[Li+].[H-].[H-].[H-] (lithium aluminum hydride), ice. The solvent is CCOCC (ether). Yields the product O1C(CCCC1)OCC[C@H]1[C@H]2C([C@@H](C[C@H]1N)C2)(C)C ((1S,2S,3R,5R)-2-[2-(Tetrahydropyran-2-yloxy)-ethyl]-3-amino-6,6-dimethylbicyclo[3.1.1]heptane). Yield: 96.0%. Reaction SMILES: [O:1]1[CH2:6][CH2:5][CH2:4][CH2:3][CH:2]1[O:7][CH2:8][CH2:9][C@@H:10]1[C@H:15]([N:16]=[N+]=[N-])[CH2:14][C@H:13]2[CH2:19][C@@H:11]1[C:12]2([CH3:21])[CH3:20].[H-].[Al+3].[Li+].[H-].[H-].[H-].[OH-].[Na+]>CCOCC>[O:1]1[CH2:6][CH2:5][CH2:4][CH2:3][CH:2]1[O:7][CH2:8][CH2:9][C@@H:10]1[C@H:15]([NH2:16])[CH2:14][C@H:13]2[CH2:19][C@@H:11]1[C:12]2([CH3:21])[CH3:20] |f:1.2.3.4.5.6,7.8|. Reported procedure: To a solution of 8.64 g of the above-mentioned azide compound 15 in 300 ml of ether is portionwise added 1.2 g of lithium aluminum hydride and the mixture is refluxed under heating for 1 hour. To the reaction mixture is added 10 g of ice and then added 300 ml of 10% aqueous solution of sodium hydroxide. The resulting mixture is shaken well and then the ether layer is collected. The aqueous layer is extracted with ether again. The combined ether layers are washed with water, dried over sodium sul...